Dataset: the Open Reaction Database (ORD), a public repository of structured organic reaction records. Task: describe an organic reaction: reactants, conditions, products, and yield The reactants are NCCSCC1=NC=CC=C1OC (2-[2-aminoethylthiomethyl]-3-methoxypyridine), CSC(=C[N+](=O)[O-])S(=O)C (1-methylthio-1-methylsulphinyl-2-nitroethylene). The solvent is CO (methanol), CO (methanol). Yields the product CSC(=C[N+](=O)[O-])NCCSCC1=NC=CC=C1OC (1-methylthio-1-[2-((3-methoxy-2-pyridyl)methylthio)ethylamino]-2-nitroethylene). Yield: 56.9%. As a reaction SMILES: [NH2:1][CH2:2][CH2:3][S:4][CH2:5][C:6]1[C:11]([O:12][CH3:13])=[CH:10][CH:9]=[CH:8][N:7]=1.[CH3:14][S:15][C:16](S(C)=O)=[CH:17][N+:18]([O-:20])=[O:19]>CO>[CH3:14][S:15][C:16]([NH:1][CH2:2][CH2:3][S:4][CH2:5][C:6]1[C:11]([O:12][CH3:13])=[CH:10][CH:9]=[CH:8][N:7]=1)=[CH:17][N+:18]([O-:20])=[O:19]. Procedure: A solution of 2-[2-aminoethylthiomethyl]-3-methoxypyridine (2.1 g) in methanol (33 ml) was added over 25 minutes to a stirred solution of 1-methylthio-1-methylsulphinyl-2-nitroethylene (2.1 g) in methanol (75 ml) at 30°. After standing for an hour the solution was concentrated to give a yellow-brown oil which was crystallised from ethanol/ether to yield 1-methylthio-1-[2-((3-methoxy-2-pyridyl)methylthio)ethylamino]-2-nitroethylene (1.9 g), m.p. 87.5°-88.5°. The reactants are COc1ccc(C2=CC(=Nc3c(C)cc(C)cc3C)N(C)CN2)cc1OC, CN=C=O, O, c1ccncc1. Yields the product CNC(=O)N1CN(C)C(=Nc2c(C)cc(C)cc2C)C=C1c1ccc(OC)c(OC)c1. RXN SMILES: [CH3:1][O:2][c:3]1[cH:4][c:5]([C:11]2=[CH:12][C:13](=[N:18][c:19]3[c:20]([CH3:27])[cH:21][c:22]([CH3:26])[cH:23][c:24]3[CH3:25])[N:14]([CH3:17])[CH2:15][NH:16]2)[cH:6][cH:7][c:8]1[O:9][CH3:10].[CH3:28][N:29]=[C:30]=[O:31].[OH2:32].[cH:33]1[cH:34][cH:35][n:36][cH:37][cH:38]1>>[CH3:1][O:2][c:3]1[cH:4][c:5]([C:11]2=[CH:12][C:13](=[N:18][c:19]3[c:20]([CH3:27])[cH:21][c:22]([CH3:26])[cH:23][c:24]3[CH3:25])[N:14]([CH3:17])[CH2:15][N:16]2[C:30]([NH:29][CH3:28])=[O:31])[cH:6][cH:7][c:8]1[O:9][CH3:10]. The reactants are C(C)(=O)OC1=CC=C(C=C1)C1=CC=C(C=C1)OC (4-acetoxy-4'-methoxy-1,1'-biphenyl), CC(C(=O)OCC)C1=CC=C(C=C1)C1=CC=C(C=C1)OC (α-methyl-4'-(methoxy)[1,1'-biphenyl]-4-acetic acid, ethyl ester). The product is C(C)(=O)OC1=CC=C(C=C1)C1=CC=C(C=C1)O (4-Acetoxy-4'-hydroxy-1,1'-biphenyl). As a reaction SMILES: [C:1]([O:4][C:5]1[CH:10]=[CH:9][C:8]([C:11]2[CH:16]=[CH:15][C:14]([O:17]C)=[CH:13][CH:12]=2)=[CH:7][CH:6]=1)(=[O:3])[CH3:2].CC(C1C=CC(C2C=CC(OC)=CC=2)=CC=1)C(OCC)=O>>[C:1]([O:4][C:5]1[CH:6]=[CH:7][C:8]([C:11]2[CH:16]=[CH:15][C:14]([OH:17])=[CH:13][CH:12]=2)=[CH:9][CH:10]=1)(=[O:3])[CH3:2]. Reported procedure: The title compound is prepared using the method of part B of Example 16 substituting 4-acetoxy-4'-methoxy-1,1'-biphenyl for α-methyl-4'-(methoxy)[1,1'-biphenyl]-4-acetic acid, ethyl ester. Normal workup affords a white solid, m.p. 204°-207° C.; MS (EI m/z): 212 (M)+, 197 (b.p.,M--CH3)+.